Dataset: the Open Reaction Database (ORD), a public repository of structured organic reaction records. Task: describe an organic reaction: reactants, conditions, products, and yield The reactants are CC(=O)N(C)CC(=O)O, CCN=C=NCCCN(C)C, CN1CCOCC1, Cl, O, On1nnc2ccccc21, O=C(c1ccc(C=Cc2n[nH]c3ccccc23)cc1)N1CCNCC1. The product is CC(=O)N(C)CC(=O)N1CCN(C(=O)c2ccc(C=Cc3n[nH]c4ccccc34)cc2)CC1. Reaction SMILES: [C:56]([CH3:57])(=[O:58])[N:59]([CH3:60])[CH2:61][C:62](=[O:63])[OH:64].[CH2:34]([N:35]=[C:36]=[N:37][CH2:38][CH2:39][CH2:40][N:41]([CH3:42])[CH3:43])[CH3:44].[CH3:26][N:27]1[CH2:28][CH2:29][O:30][CH2:31][CH2:32]1.[ClH:33].[OH2:45].[OH:46][n:47]1[c:48]2[cH:49][cH:50][cH:51][cH:52][c:53]2[n:54][n:55]1.[nH:1]1[n:2][c:3]([CH:10]=[CH:11][c:12]2[cH:13][cH:14][c:15]([C:16](=[O:17])[N:18]3[CH2:19][CH2:20][NH:21][CH2:22][CH2:23]3)[cH:24][cH:25]2)[c:4]2[cH:5][cH:6][cH:7][cH:8][c:9]12>>[nH:1]1[n:2][c:3]([CH:10]=[CH:11][c:12]2[cH:13][cH:14][c:15]([C:16](=[O:17])[N:18]3[CH2:19][CH2:20][N:21]([C:62]([CH2:61][N:59]([C:56]([CH3:57])=[O:58])[CH3:60])=[O:63])[CH2:22][CH2:23]3)[cH:24][cH:25]2)[c:4]2[cH:5][cH:6][cH:7][cH:8][c:9]12. Starting materials: O=S1(N=C(NC2=C1C=CC=C2)C=2C(N(C1=CC=CC=C1C2O)N=CC2=CC=C(C=C2)OC)=O)=O (3-(1,1-dioxido-4H-1,2,4-benzothiadiazin-3-yl)-4-hydroxy-1-{[(4-methoxyphenyl)methylene]amino}quinolin-2(1H)-one), CO (methanol), solution, [BH4-].[Li+] (lithium borohydride), Cl (hydrochloric acid). Run in O1CCCC1 (tetrahydrofuran), O1CCCC1 (tetrahydrofuran), O (water). Reaction conditions: temperature 25 celsius, time 1 hour. Product: O=S1(N=C(NC2=C1C=CC=C2)C=2C(N(C1=CC=CC=C1C2O)NCC2=CC=C(C=C2)OC)=O)=O (3-(1,1-dioxido-4H-1,2,4-benzothiadiazin-3-yl)-4-hydroxy-1-[(4-methoxybenzyl)amino]quinolin-2(1H)-one). Reaction SMILES: [O:1]=[S:2]1(=[O:34])[C:7]2[CH:8]=[CH:9][CH:10]=[CH:11][C:6]=2[NH:5][C:4]([C:12]2[C:13](=[O:33])[N:14]([N:23]=[CH:24][C:25]3[CH:30]=[CH:29][C:28]([O:31][CH3:32])=[CH:27][CH:26]=3)[C:15]3[C:20]([C:21]=2[OH:22])=[CH:19][CH:18]=[CH:17][CH:16]=3)=[N:3]1.CO.[BH4-].[Li+].Cl>O1CCCC1.O>[O:34]=[S:2]1(=[O:1])[C:7]2[CH:8]=[CH:9][CH:10]=[CH:11][C:6]=2[NH:5][C:4]([C:12]2[C:13](=[O:33])[N:14]([NH:23][CH2:24][C:25]3[CH:26]=[CH:27][C:28]([O:31][CH3:32])=[CH:29][CH:30]=3)[C:15]3[C:20]([C:21]=2[OH:22])=[CH:19][CH:18]=[CH:17][CH:16]=3)=[N:3]1 |f:2.3|. Procedure details: The product of Example 260A (0.045 g, 0.095 mmol) in tetrahydrofuran (2.0 mL) and methanol (0.008 mL, 0.19 mmol) at 0° C. was treated with dropwise addition of a 2.0M solution of lithium borohydride in tetrahydrofuran (0.074 mL, 0.148 mmol). The reaction was stirred at 25° C. for 1 hour, acidified with 1M hydrochloric acid to a pH of approximately 2-4, diluted with water (5.0 mL), and the resulting precipitate was collected by filtration and dried. The crude product was triturated with methanol/... The reactants are O=c1n(Cc2ccc(C(F)(F)F)nc2)nc2c(Br)c(-c3ccc(Cl)cc3)ncn12, C1CCOC1, [K+], [K+], [K+], OCc1ccc(B(O)O)cc1, O=P([O-])([O-])[O-]. Yields the product O=c1n(Cc2ccc(C(F)(F)F)nc2)nc2c(-c3ccc(CO)cc3)c(-c3ccc(Cl)cc3)ncn12. RXN SMILES: [Br:1][c:2]1[c:3]2[n:4]([cH:5][n:6][c:7]1-[c:8]1[cH:9][cH:10][c:11]([Cl:14])[cH:12][cH:13]1)[c:15](=[O:29])[n:16]([CH2:18][c:19]1[cH:20][n:21][c:22]([C:25]([F:26])([F:27])[F:28])[cH:23][cH:24]1)[n:17]2.[CH2:49]1[O:50][CH2:51][CH2:52][CH2:53]1.[K+:46].[K+:47].[K+:48].[OH:30][CH2:31][c:32]1[cH:33][cH:34][c:35]([B:38]([OH:39])[OH:40])[cH:36][cH:37]1.[P:41]([O-:42])([O-:43])([O-:44])=[O:45]>>[c:2]1(-[c:35]2[cH:34][cH:33][c:32]([CH2:31][OH:30])[cH:37][cH:36]2)[c:3]2[n:4]([cH:5][n:6][c:7]1-[c:8]1[cH:9][cH:10][c:11]([Cl:14])[cH:12][cH:13]1)[c:15](=[O:29])[n:16]([CH2:18][c:19]1[cH:20][n:21][c:22]([C:25]([F:26])([F:27])[F:28])[cH:23][cH:24]1)[n:17]2. Product: ClC=1C=C(C=CC1Cl)C1N(CC1)CCCNC1=NC2=CC=CC=C2C(=C1)OC (2-[3-[2-(3,4-Dichlorophenyl)azetidin-1-yl]prop-1-ylamino}-4-methoxyquinoline). Reactants: CC(=O)[O-].[Na+] (NaOAc), ClC=1C=C(C=CC1Cl)C1NCC1 (2-(3,4-dichlorophenyl)azetidine), C(#N)[BH3-].[Na+] (sodium cyanoborohydride), C(C)OC(CCNC1=NC2=CC=CC=C2C(=C1)OC)OCC (2-[3,3-Diethoxypropylamino]-4-methoxyquinoline), Cl (HCl). Run in C1CCOC1 (THF). Procedure details: 2-[3,3-Diethoxypropylamino]-4-methoxyquinoline (0.046 g, 0.15 mmol) in THF (4 ml) was treated with 0.5M HCl (2 ml) for 10 min. The reaction mixture was evaporated to dryness and to the residue in methanol/HOAc (1 ml/0.018 ml) was added NaOAc (0.024 g, 0.3 mmol), 2-(3,4-dichlorophenyl)azetidine (0.03 g) and sodium cyanoborohydride (0.009 g, 0.15 mmol). After reaction for 40 min at 20° C., the reaction was evaporated to dryness under reduced pressure, and the residue partitioned between ethyl acet... The yield is 80.9%. Reaction SMILES: C(O[CH:4](OCC)[CH2:5][CH2:6][NH:7][C:8]1[CH:17]=[C:16]([O:18][CH3:19])[C:15]2[C:10](=[CH:11][CH:12]=[CH:13][CH:14]=2)[N:9]=1)C.Cl.CC([O-])=O.[Na+].[Cl:29][C:30]1[CH:31]=[C:32]([CH:37]2[CH2:40][CH2:39][NH:38]2)[CH:33]=[CH:34][C:35]=1[Cl:36].C([BH3-])#N.[Na+]>C1COCC1>[Cl:29][C:30]1[CH:31]=[C:32]([CH:37]2[CH2:40][CH2:39][N:38]2[CH2:4][CH2:5][CH2:6][NH:7][C:8]2[CH:17]=[C:16]([O:18][CH3:19])[C:15]3[C:10](=[CH:11][CH:12]=[CH:13][CH:14]=3)[N:9]=2)[CH:33]=[CH:34][C:35]=1[Cl:36] |f:2.3,5.6|. The reactants are CCOCCn1c(NC2CCNCC2)nc2ccccc21, CC(c1ccccc1)N1CCC(CCOS(C)(=O)=O)(Cc2ccc(F)cc2)C1=O. The product is CCOCCn1c(NC2CCN(CCC3(Cc4ccc(F)cc4)CCN(C(C)c4ccccc4)C3=O)CC2)nc2ccccc21. As a reaction SMILES: [CH2:30]([CH3:31])[O:32][CH2:33][CH2:34][n:35]1[c:36]([NH:44][CH:45]2[CH2:46][CH2:47][NH:48][CH2:49][CH2:50]2)[n:37][c:38]2[c:39]1[cH:40][cH:41][cH:42][cH:43]2.[CH3:1][CH:2]([c:3]1[cH:4][cH:5][cH:6][cH:7][cH:8]1)[N:9]1[C:10](=[O:29])[C:11]([CH2:14][CH2:15][O:16][S:17]([CH3:18])(=[O:19])=[O:20])([CH2:21][c:22]2[cH:23][cH:24][c:25]([F:28])[cH:26][cH:27]2)[CH2:12][CH2:13]1>>[CH3:1][CH:2]([c:3]1[cH:4][cH:5][cH:6][cH:7][cH:8]1)[N:9]1[C:10](=[O:29])[C:11]([CH2:14][CH2:15][N:48]2[CH2:47][CH2:46][CH:45]([NH:44][c:36]3[n:35]([CH2:34][CH2:33][O:32][CH2:30][CH3:31])[c:39]4[c:38]([n:37]3)[cH:43][cH:42][cH:41][cH:40]4)[CH2:50][CH2:49]2)([CH2:21][c:22]2[cH:23][cH:24][c:25]([F:28])[cH:26][cH:27]2)[CH2:12][CH2:13]1. Reactants: FC(C1=NN=C2N1C=C(C=C2)C2=CC=C(C=C2)C(C)=O)(F)F (1-(4-(3-(trifluoromethyl)-[1,2,4]triazolo[4,3-a]pyridin-6-yl)phenyl)ethanone), C(CO)O (ethylene glycol), C12(C(=O)CC(CC1)C2(C)C)CS(=O)(=O)O (camphorsulfonic acid). Solvent: C1(=CC=CC=C1)C (toluene). Conditions: time 8 hour. Product: CC1(OCCO1)C1=CC=C(C=C1)C=1C=CC=2N(C1)C(=NN2)C(F)(F)F (6-(4-(2-methyl-1,3-dioxolan-2-yl)phenyl)-3-(trifluoromethyl)-[1,2,4]triazolo[4,3-a]pyridine). Reaction SMILES: [F:1][C:2]([F:22])([F:21])[C:3]1[N:7]2[CH:8]=[C:9]([C:12]3[CH:17]=[CH:16][C:15]([C:18](=[O:20])[CH3:19])=[CH:14][CH:13]=3)[CH:10]=[CH:11][C:6]2=[N:5][N:4]=1.[CH2:23](O)[CH2:24][OH:25].C12(CS(O)(=O)=O)C(C)(C)C(CC1)CC2=O>C1(C)C=CC=CC=1>[CH3:19][C:18]1([C:15]2[CH:16]=[CH:17][C:12]([C:9]3[CH:10]=[CH:11][C:6]4[N:7]([C:3]([C:2]([F:1])([F:21])[F:22])=[N:4][N:5]=4)[CH:8]=3)=[CH:13][CH:14]=2)[O:25][CH2:24][CH2:23][O:20]1. Procedure: In a 50-mL round-bottom flask equipped with a magnetic stir bar 1-(4-(3-(trifluoromethyl)-[1,2,4]triazolo[4,3-a]pyridin-6-yl)phenyl)ethanone (50 mg) was dissolved in dry toluene (1 mL), ethylene glycol (0.1 mL) and camphorsulfonic acid (a few crystals) were added. The reaction mixture was stirred overnight at reflux temperature. Extracted with concentrated NaHCO3 and EtOAc, organic layer dried over MgSO4, concentrated, and purified by chromatography (1:1 hexanes/EtOAc). The desired 6-(4-(2-methy... The reactants are Cl (HCl), C(C1=CC=CC=C1)OC1=CC=C(C=C1)NC1=NC=NC2=CC=C(C=C12)C#C ((4-benzyloxy-phenyl)-(6-ethynylquinazolin-4-yl)-amine), [N+](=O)([O-])CC (nitroethane), C1(=CC=CC=C1)N=C=O (phenylisocyanate). The reagents and catalysts are C(C)N(CC)CC (triethylamine). The solvent is C(C)(=O)OCC (ethyl acetate), ClCCl (dichloromethane). Product: Cl.C(C1=CC=CC=C1)OC1=CC=C(C=C1)NC1=NC=NC2=CC=C(C=C12)C1=CC(=NO1)C ((4-Benzyloxy-phenyl)-(-6-(3-methylisoxazol-5-yl)-quinazolin-4-yl)-amine hydrochloride). Isolated yield 11.0%. Reaction SMILES: [CH2:1]([O:8][C:9]1[CH:14]=[CH:13][C:12]([NH:15][C:16]2[C:25]3[C:20](=[CH:21][CH:22]=[C:23]([C:26]#[CH:27])[CH:24]=3)[N:19]=[CH:18][N:17]=2)=[CH:11][CH:10]=1)[C:2]1[CH:7]=[CH:6][CH:5]=[CH:4][CH:3]=1.[N+:28]([CH2:31][CH3:32])([O-])=[O:29].C1(N=C=O)C=CC=CC=1.[ClH:42]>C(N(CC)CC)C.C(OCC)(=O)C.ClCCl>[ClH:42].[CH2:1]([O:8][C:9]1[CH:10]=[CH:11][C:12]([NH:15][C:16]2[C:25]3[C:20](=[CH:21][CH:22]=[C:23]([C:26]4[O:29][N:28]=[C:31]([CH3:32])[CH:27]=4)[CH:24]=3)[N:19]=[CH:18][N:17]=2)=[CH:13][CH:14]=1)[C:2]1[CH:7]=[CH:6][CH:5]=[CH:4][CH:3]=1 |f:7.8|. Reported procedure: A stirred mixture of (4-benzyloxy-phenyl)-(6-ethynylquinazolin-4-yl)-amine (0.20 g, 0.57 mmol), nitroethane (0.20 g, 2.7 mmol), phenylisocyanate (0.15 ml, 0.164 g, 1.38 mmol), and triethylamine (3 drops) in a mixture of ethyl acetate (10 ml) and dichloromethane (5 ml) was heated at reflux for 18 hours. After cooling the mixture was filtered to remove solid, and the concentrated filtrate was purified by silica gel chromatography, eluting with 50% ethyl acetate/i-hexane. After concentration of the... The reactants are CO (methanol), OO (hydrogen peroxide), CO (methanol), C(C)(C)(C)C1=CC=C(C=C1)C1SCC(=C1O)C(=O)C (2-(4-t-butylphenyl)-3-hydroxy-4-methylcarbonyl-2,5-dihydrothiophene), C1(=CC=CC=C1)C (toluene). The solvent is O (water), CCCCCCC (heptane). Reaction conditions: temperature 51 celsius, time 5 hour. The product is C(C)(C)(C)C1=CC=C(C=C1)C=1SC=C(C1O)C(=O)C (2-(4-t-Butylphenyl)-3-hydroxy-4-methylcarbonylthiophen). Reaction SMILES: CO.[C:3]([C:7]1[CH:12]=[CH:11][C:10]([CH:13]2[C:17]([OH:18])=[C:16]([C:19]([CH3:21])=[O:20])[CH2:15][S:14]2)=[CH:9][CH:8]=1)([CH3:6])([CH3:5])[CH3:4].OO.C1(C)C=CC=CC=1>O.CCCCCCC>[C:3]([C:7]1[CH:8]=[CH:9][C:10]([C:13]2[S:14][CH:15]=[C:16]([C:19]([CH3:21])=[O:20])[C:17]=2[OH:18])=[CH:11][CH:12]=1)([CH3:6])([CH3:4])[CH3:5]. Procedure details: A solution having methanol (121.20 g) added to a 11.2 mass % methanol solution (539.0 g, 217.08 mmol) of 2-(4-t-butylphenyl)-3-hydroxy-4-methylcarbonyl-2,5-dihydrothiophene was heated to 51° C., and a 30 mass % hydrogen peroxide solution (61.6 g, 2.5 equivalent amounts) was dropwise added over a period of 30 minutes, followed by stirring at from 50 to 52° C. for 5 hours. Then, the solution was cooled to 25 to 30° C., and then toluene, heptane and water were added, followed by liquid separation. ... The reactants are O=C(N=C=S)c1ccccc1, C1CCOC1, CCCCCC, CC(C)(C)OC(=O)NCC1CCC(N)CC1. Yields the product CC(C)(C)OC(=O)NCC1CCC(NC(=S)NC(=O)c2ccccc2)CC1. Reaction SMILES: [C:17]([c:18]1[cH:19][cH:20][cH:21][cH:22][cH:23]1)(=[O:24])[N:25]=[C:26]=[S:27].[CH2:34]1[O:35][CH2:36][CH2:37][CH2:38]1.[CH3:28][CH2:29][CH2:30][CH2:31][CH2:32][CH3:33].[NH2:1][CH:2]1[CH2:3][CH2:4][CH:5]([CH2:8][NH:9][C:10]([O:11][C:12]([CH3:13])([CH3:14])[CH3:15])=[O:16])[CH2:6][CH2:7]1>>[NH:1]([CH:2]1[CH2:3][CH2:4][CH:5]([CH2:8][NH:9][C:10]([O:11][C:12]([CH3:13])([CH3:14])[CH3:15])=[O:16])[CH2:6][CH2:7]1)[C:26]([NH:25][C:17]([c:18]1[cH:19][cH:20][cH:21][cH:22][cH:23]1)=[O:24])=[S:27].